describe an organic reaction: reactants, conditions, products, and yield From a dataset of the Open Reaction Database (ORD), a public repository of structured organic reaction records. Reactants: [N+](=O)([O-])C1=CC=C(OC(CCN2CCOCC2)C)C=C1 (4-[3-(4-nitrophenoxy)butyl]morpholine). The solvent is C(C)O (ethanol). Reported procedure: To 50 mL ethanol is added 28 g (0.1 mol) of 4-[3-(4-nitrophenoxy)butyl]morpholine and 0.5 g of Pd(OH)2. The mixture is hydrogenated at 30 psi. Monitor the reaction by thin-layer chromatography. Upon completion remove the catalyst by suction filtration through celite. Remove the solvent in vacuo to obtain the title compound. RXN SMILES: [N+:1]([C:4]1[CH:20]=[CH:19][C:7]([O:8][CH:9]([CH3:18])[CH2:10][CH2:11][N:12]2[CH2:17][CH2:16][O:15][CH2:14][CH2:13]2)=[CH:6][CH:5]=1)([O-])=O>[OH-].[OH-].[Pd+2].C(O)C>[CH3:18][CH:9]([O:8][C:7]1[CH:6]=[CH:5][C:4]([NH2:1])=[CH:20][CH:19]=1)[CH2:10][CH2:11][N:12]1[CH2:13][CH2:14][O:15][CH2:16][CH2:17]1 |f:1.2.3|. Yields the product CC(CCN1CCOCC1)OC1=CC=C(C=C1)N (4-[[1-Methyl-3-(morpholin-4-yl)propyl]-oxy]benzenamine). Reagents/catalysts: [OH-].[OH-].[Pd+2] (Pd(OH)2). The reactants are ClC[C@@H]1C[C@@H](OC(O1)(C)C)CC(=O)O.CC(C)(C)Cl (chloride (4R-cis)-6-(chloromethyl)-2,2-dimethyl-1,3-dioxane-4-acetic acid, 1,1-dimethylethyl ester), CN1C(CCC1)=O (1-methyl-2-pyrrolidinone), [Cl-] (chloride). The reagents and catalysts are C(C1=CC=CC=C1)(=O)[O-].C(CCC)[N+](CCCC)(CCCC)CCCC (tetrabutylammonium benzoate). Run at temperature 100 celsius, time 45 minute. Product: OC[C@@H]1C[C@@H](OC(O1)(C)C)CC(=O)OC(C)(C)C ((4R-cis)-6-(Hydroxymethyl)-2,2-dimethyl-1,3-dioxane-4-acetic acid, 1,1-dimethylethyl ester). RXN SMILES: Cl[CH2:2][C@H:3]1[O:8][C:7]([CH3:10])([CH3:9])[O:6][C@@H:5]([CH2:11][C:12]([OH:14])=[O:13])[CH2:4]1.[CH3:15][C:16](Cl)([CH3:18])[CH3:17].[Cl-].CN1CCCC1=[O:27]>C([O-])(=O)C1C=CC=CC=1.C([N+](CCCC)(CCCC)CCCC)CCC>[OH:27][CH2:2][C@H:3]1[O:8][C:7]([CH3:10])([CH3:9])[O:6][C@@H:5]([CH2:11][C:12]([O:14][C:16]([CH3:18])([CH3:17])[CH3:15])=[O:13])[CH2:4]1 |f:0.1,4.5|. Procedure: Solid tetrabutylammonium benzoate obtained as above (126.47 g, 0.348 mole) was added in one portion to a mechanically stirred solution of the chloride (4R-cis)-6-(chloromethyl)-2,2-dimethyl-1,3-dioxane-4-acetic acid, 1,1-dimethylethyl ester prepared as in step (d) of Example 1 above (32.3 g, 0.116 mole) in HPLC grade 1-methyl-2-pyrrolidinone (465 ml) under argon. The resulting solution was stirred at 100° C. (internal temperature). After 30 to 60 minutes the reaction mixture became homogeneous a... The reactants are O=C(O)C(C1CCCCC1)C1CCCCC1, NC1CCN(CCc2ccc(F)cc2)C1. Yields the product O=C(NC1CCN(CCc2ccc(F)cc2)C1)C(C1CCCCC1)C1CCCCC1. RXN SMILES: [CH:1]1([CH:7]([C:8](=[O:9])[OH:10])[CH:11]2[CH2:12][CH2:13][CH2:14][CH2:15][CH2:16]2)[CH2:2][CH2:3][CH2:4][CH2:5][CH2:6]1.[NH2:17][CH:18]1[CH2:19][N:20]([CH2:23][CH2:24][c:25]2[cH:26][cH:27][c:28]([F:31])[cH:29][cH:30]2)[CH2:21][CH2:22]1>>[CH:1]1([CH:7]([C:8](=[O:10])[NH:17][CH:18]2[CH2:19][N:20]([CH2:23][CH2:24][c:25]3[cH:26][cH:27][c:28]([F:31])[cH:29][cH:30]3)[CH2:21][CH2:22]2)[CH:11]2[CH2:12][CH2:13][CH2:14][CH2:15][CH2:16]2)[CH2:2][CH2:3][CH2:4][CH2:5][CH2:6]1. Starting materials: Br/C=C/c1ccc(OC)cc1, Cl[C@H](C)c1ccc(C)cc1. Reagents/catalysts: [Na+].[I-], Cl[Ni]Cl.COCCOC, C1(C2(C3=N[C@H](c4ccccc4C5)[C@H]5O3)CC2)=N[C@H]6[C@H](Cc7ccccc76)O1. The solvent is CC(N(C)C)=O. Reaction conditions: temperature 0 celsius, time 3.25 hour. The product is COc1ccc(/C=C/[C@H](C)c2ccc(C)cc2)cc1. The yield is 83.0%. Starting materials: CC1(NC(=O)OC(C)(C)C)CCN(c2cnccn2)CC1, ClCCl, O=C(O)C(F)(F)F. Yields the product CC1(N)CCN(c2cnccn2)CC1. Reaction SMILES: [CH3:1][C:2]1([NH:14][C:15](=[O:16])[O:17][C:18]([CH3:19])([CH3:20])[CH3:21])[CH2:3][CH2:4][N:5]([c:8]2[n:9][cH:10][cH:11][n:12][cH:13]2)[CH2:6][CH2:7]1.[Cl:29][CH2:30][Cl:31].[OH:22][C:23]([C:24]([F:25])([F:26])[F:27])=[O:28]>>[CH3:1][C:2]1([NH2:14])[CH2:3][CH2:4][N:5]([c:8]2[n:9][cH:10][cH:11][n:12][cH:13]2)[CH2:6][CH2:7]1. The reactants are FC1=C(C=CC=C1C)\N=C(\C(=O)OC)/CC(=O)OC ((E)-dimethyl 2-(2-fluoro-3-methylphenylimino)succinate), CS(=O)(=O)O.O=P12OP3(=O)OP(=O)(O1)OP(=O)(O2)O3 (Eaton's reagent), C(=O)(O)[O-].[Na+] (NaHCO3). Reaction conditions: temperature 50 celsius. Yields the product FC=1C(=CC=C2C(=CC(=NC12)C(=O)OC)O)C (Methyl 8-fluoro-4-hydroxy-7-methylquinoline-2-carboxylate). Yield: 92.7%. As a reaction SMILES: [F:1][C:2]1[C:7]([CH3:8])=[CH:6][CH:5]=[CH:4][C:3]=1/[N:9]=[C:10](\[CH2:15][C:16]([O:18]C)=O)/[C:11]([O:13][CH3:14])=[O:12].CS(O)(=O)=O.O=P12OP3(OP(OP(O3)(O1)=O)(=O)O2)=O.C([O-])(O)=O.[Na+]>>[F:1][C:2]1[C:7]([CH3:8])=[CH:6][CH:5]=[C:4]2[C:3]=1[N:9]=[C:10]([C:11]([O:13][CH3:14])=[O:12])[CH:15]=[C:16]2[OH:18] |f:1.2,3.4|. Procedure: A mixture of (E)-dimethyl 2-(2-fluoro-3-methylphenylimino)succinate (7-14, 14.59 g, 54.6 mmol) and Eaton's reagent (52.0 mL, 328 mmol) was heated at 50° C. for 1 h. After cooling to room temperature, the mixture was added slowly to a cold sat. NaHCO3 solution (gas released!), followed by EtOAc extraction (twice). The combined organic fractions were washed with brine, dried (Na2SO4), filtered and the solvent was evaporated under reduced pressure to afford methyl 8-fluoro-4-hydroxy-7-methylquinoli... Starting materials: C(C)(=O)OCC1=NC(=CC=C1)Br (6-bromopyridin-2-ylmethyl acetate), C[Si](C#C)(C)C (trimethyl silylacetylene). Reagents/catalysts: Cl[Pd]([P](C1=CC=CC=C1)(C2=CC=CC=C2)C3=CC=CC=C3)([P](C4=CC=CC=C4)(C5=CC=CC=C5)C6=CC=CC=C6)Cl (bis(triphenylphosphine)-palladium(II) chloride), [Cu]I (copper(I) iodide). Solvent: C(C)N(CC)CC (triethylamine). Reaction conditions: time 1 hour. Product: C(#C)C1=CC=CC(=N1)CO ((6-ethynylpyridin-2-yl)methanol). The yield is 15.9%. RXN SMILES: C([O:4][CH2:5][C:6]1[CH:11]=[CH:10][CH:9]=[C:8](Br)[N:7]=1)(=O)C.C[Si](C)(C)[C:15]#[CH:16]>Cl[Pd](Cl)([P](C1C=CC=CC=1)(C1C=CC=CC=1)C1C=CC=CC=1)[P](C1C=CC=CC=1)(C1C=CC=CC=1)C1C=CC=CC=1.[Cu]I.C(N(CC)CC)C>[C:15]([C:8]1[N:7]=[C:6]([CH2:5][OH:4])[CH:11]=[CH:10][CH:9]=1)#[CH:16] |^1:21,40|. Procedure details: To a round-bottom flask was added 2.3 g of 6-bromopyridin-2-ylmethyl acetate, 1.18 g of trimethyl silylacetylene, 210 mg of bis(triphenylphosphine)-palladium(II) chloride, 114 mg of copper(I) iodide and 12 mL of triethylamine, and then the mixture was heated to reflux under argon atmosphere for 5 hours. After allowing to cool, the mixture was concentrated to dryness under reduced pressure, thereto water was added, and the mixture was extracted with ethyl acetate. The organic layer was concentrat... The reactants are product, C(C=C)(=O)OCCCC (n-butyl acrylate), product, C(CCC)[Li] (n-butyl lithium), BrCCBr (1,2-dibromoethane), CC(C(=O)N)(C)C (trimethylacetamide), ClC1=NC(=CC=C1)OC (2-chloro-6-(methyloxy)pyridine), product. The reagents and catalysts are [Pd] (palladium on carbon). The product is N1C(CCC2=CC=CN=C12)=O (3,4-dihydro-1,8-naphthyridin-2(1H)-one), Cl (hydrochloric acid). RXN SMILES: [CH3:1][C:2](C)(C)[C:3]([NH2:5])=O.[Cl:8][C:9]1[CH:14]=[CH:13][CH:12]=[C:11]([O:15]C)[N:10]=1.C([Li])CCC.BrCCBr.C(OCCCC)(=O)C=C>[Pd]>[NH:10]1[C:9]2[C:14](=[CH:1][CH:2]=[CH:3][N:5]=2)[CH2:13][CH2:12][C:11]1=[O:15].[ClH:8]. Procedure: In step (a) trimethylacetamide may be reacted with 2-chloro-6-(methyloxy)pyridine. In step (b) the product of step (a) may be treated with n-butyl lithium and 1,2-dibromoethane. The product from step (b) may be treated in step (c) with n-butyl acrylate. Hydrogenation in the presence of palladium on carbon in step (d) can yield the hydrogenated product. The product of step (d) may be cyclised in step (e) to yield the 3,4-dihydro-1,8-naphthyridin-2(1H)-one by treatment with hydrochloric acid. In s...